Dataset: the Open Reaction Database (ORD), a public repository of structured organic reaction records. Task: describe an organic reaction: reactants, conditions, products, and yield Starting materials: C(C)OC(=O)C1CCC2=C(SC(=C2)C=O)C1 (6-ethoxycarbonyl-2-formyl-4,5,6,7-tetrahydrobenzo[b]thiophene), Cl.NO (hydroxylamine hydrochloride), C(C)O (ethanol), CCOC(=O)C (AcOEt). Solvent: O (water). Product: C(C)OC(=O)C1CCC2=C(SC(C2)=NO)C1 (6-ethoxycarbonyl-2-hydroxyimino-4,5,6,7-tetrahydrobenzo[b]thiophene). The yield is 56.7%. As a reaction SMILES: [CH2:1]([O:3][C:4]([CH:6]1[CH2:16][C:10]2[S:11][C:12](C=O)=[CH:13][C:9]=2[CH2:8][CH2:7]1)=[O:5])[CH3:2].Cl.[NH2:18][OH:19].C(O)C.CCOC(C)=O>O>[CH2:1]([O:3][C:4]([CH:6]1[CH2:16][C:10]2[S:11][C:12](=[N:18][OH:19])[CH2:13][C:9]=2[CH2:8][CH2:7]1)=[O:5])[CH3:2] |f:1.2|. Procedure: A mixture of 6-ethoxycarbonyl-2-formyl-4,5,6,7-tetrahydrobenzo[b]thiophene (3.23 g), hydroxylamine hydrochloride (0.92 g), and ethanol (EtOH) (30 ml) was stirred at reflux for 30 minutes. The reaction mixture was added into a mixture of AcOEt and water. The separated organic layer was washed with water, and brine, and dried over MgSO4. After evaporation of the filtrate, the resulting precipitate was washed with a mixture of n-hexane and isopropyl ether to give 6-ethoxycarbonyl-2-hydroxyimino-4,5...